Dataset: the Open Reaction Database (ORD), a public repository of structured organic reaction records. Task: describe an organic reaction: reactants, conditions, products, and yield Starting materials: C(C1=CC=CC=C1)OC1=CC=C(CCBr)C=C1 (4-benzyloxyphenethyl bromide), S(=O)([O-])[O-].[Na+].[Na+] (sodium sulfite). Run in C(C)(C)(C)O (tert-butyl alcohol), O (water). Yields the product C(C1=CC=CC=C1)OC1=CC=C(CCS(=O)(=O)[O-])C=C1.[Na+] (sodium 4-benzyloxyphenethyl sulfonate). As a reaction SMILES: [CH2:1]([O:8][C:9]1[CH:17]=[CH:16][C:12]([CH2:13][CH2:14]Br)=[CH:11][CH:10]=1)[C:2]1[CH:7]=[CH:6][CH:5]=[CH:4][CH:3]=1.[S:18]([O-:21])([O-:20])=[O:19].[Na+:22].[Na+]>C(O)(C)(C)C.O>[CH2:1]([O:8][C:9]1[CH:17]=[CH:16][C:12]([CH2:13][CH2:14][S:18]([O-:21])(=[O:20])=[O:19])=[CH:11][CH:10]=1)[C:2]1[CH:7]=[CH:6][CH:5]=[CH:4][CH:3]=1.[Na+:22] |f:1.2.3,6.7|. Reported procedure: A mixture of 4-benzyloxyphenethyl bromide (11.8 g) and sodium sulfite (8.91 g) in tert-butyl alcohol (40 ml) and water (80 ml) is heated at reflux for 40 hours, cooled to room temperature, filtered and the solid washed with water and ether to give sodium 4-benzyloxyphenethyl sulfonate. Reactants: C1COCCO1, CCOC(OCC)c1cc2cnc(Cl)nc2n1C(CC)CC, Cl, [Na+], [Na+], O=C([O-])O, [OH-]. The product is CCC(CC)n1c(C=O)cc2cnc(Cl)nc21. Reaction SMILES: [CH2:31]1[O:32][CH2:33][CH2:34][O:35][CH2:36]1.[Cl:1][c:2]1[n:3][cH:4][c:5]2[c:6]([n:7]1)[n:8]([CH:18]([CH2:19][CH3:20])[CH2:21][CH3:22])[c:9]([CH:11]([O:12][CH2:16][CH3:17])[O:13][CH2:14][CH3:15])[cH:10]2.[ClH:23].[Na+:25].[Na+:30].[O-:26][C:27]([OH:28])=[O:29].[OH-:24]>>[Cl:1][c:2]1[n:3][cH:4][c:5]2[c:6]([n:7]1)[n:8]([CH:18]([CH2:19][CH3:20])[CH2:21][CH3:22])[c:9]([CH:11]=[O:12])[cH:10]2. The reactants are ClCC1=CC2=C(S1)C=C(C=C2)OC=2SC1=C(N2)C=CC=C1 (2-(2-chloromethyl-benzo[b]thiophen-6-yloxy)-benzothiazole), CCN(C(C)C)C(C)C (DIEA), N1CCCCC1 (piperidine). Solvent: CC#N (MeCN). Reaction conditions: time 12 hour. The product is N1(CCCCC1)CC1=CC2=C(S1)C=C(C=C2)OC=2SC1=C(N2)C=CC=C1 (2-(2-Piperidin-1-ylmethyl-benzo[b]thiophen-6-yloxy)-benzothiazole). Yield: 48.5%. Reaction SMILES: Cl[CH2:2][C:3]1[S:7][C:6]2[CH:8]=[C:9]([O:12][C:13]3[S:14][C:15]4[CH:21]=[CH:20][CH:19]=[CH:18][C:16]=4[N:17]=3)[CH:10]=[CH:11][C:5]=2[CH:4]=1.CCN(C(C)C)C(C)C.[NH:31]1[CH2:36][CH2:35][CH2:34][CH2:33][CH2:32]1>CC#N>[N:31]1([CH2:2][C:3]2[S:7][C:6]3[CH:8]=[C:9]([O:12][C:13]4[S:14][C:15]5[CH:21]=[CH:20][CH:19]=[CH:18][C:16]=5[N:17]=4)[CH:10]=[CH:11][C:5]=3[CH:4]=2)[CH2:36][CH2:35][CH2:34][CH2:33][CH2:32]1. Procedure details: To a solution 2-(2-chloromethyl-benzo[b]thiophen-6-yloxy)-benzothiazole (86 mg, 0.26 mmol) in MeCN (3 mL) was added DIEA (0.014 mL, 11 mg, 0.8 mmol) followed by piperidine (0.051 mL, 44 mg, 0.52 mmol) and stirred (rt, 12 h). The reaction mixture was partitioned between DCM (15 mL) and saturated NaHCO3(5 mL). The organic layer was washed with saturated NH4Cl (10 mL), dried, filtered and concentrated in vacuo. The resulting residue was purified by reverse phase chromatography to provide the title ...